Dataset: the Open Reaction Database (ORD), a public repository of structured organic reaction records. Task: describe an organic reaction: reactants, conditions, products, and yield The reactants are Cl.Cl.Cl.S1C2=C(C=C1C1=NC(=NC=C1)NCCCN1CCN(CC1)C)C=CC=C2 ([4-(benzo[b]thiophen-2-yl)-pyrimidin-2-yl]-[3-(4-methylpiperazin-1-yl)-propyl]-amine tri-hydrochloride), C1(CC1)NC(=O)C1=CC=CC=2SC(=CC21)C2=NC(=NC=C2Cl)Cl (2-(2,5-dichloropyrimidin-4-yl)-benzo[b]thiophene-4-carboxylic acid cyclopropylamide), C(C)(C)(C)OC(=O)N1CCN(CC1)CCCN (4-(3-aminopropyl)-piperazine-1-carboxylic acid tert-butyl ester). The product is Cl.Cl.Cl.C1(CC1)NC(=O)C1=CC=CC=2SC(=CC21)C2=NC(=NC=C2Cl)NCCCN2CCNCC2 (2-[5-Chloro-2-(3-piperazin-1-ylpropylamino)-pyrimidin-4-yl]-benzo[b]thiophene-4-carboxylic acid cyclopropylamide tri-hydrochloride), solid. Isolated yield 43.0%. As a reaction SMILES: [ClH:1].Cl.Cl.S1C(C2C=CN=C([NH:15][CH2:16][CH2:17][CH2:18][N:19]3[CH2:24][CH2:23][N:22](C)[CH2:21][CH2:20]3)N=2)=CC2C=CC=CC1=2.[CH:30]1([NH:33][C:34]([C:36]2[C:44]3[CH:43]=[C:42]([C:45]4[C:50]([Cl:51])=[CH:49][N:48]=[C:47](Cl)[N:46]=4)[S:41][C:40]=3[CH:39]=[CH:38][CH:37]=2)=[O:35])[CH2:32][CH2:31]1.C(OC(N1CCN(CCCN)CC1)=O)(C)(C)C>>[ClH:51].[ClH:1].[ClH:51].[CH:30]1([NH:33][C:34]([C:36]2[C:44]3[CH:43]=[C:42]([C:45]4[C:50]([Cl:51])=[CH:49][N:48]=[C:47]([NH:15][CH2:16][CH2:17][CH2:18][N:19]5[CH2:24][CH2:23][NH:22][CH2:21][CH2:20]5)[N:46]=4)[S:41][C:40]=3[CH:39]=[CH:38][CH:37]=2)=[O:35])[CH2:32][CH2:31]1 |f:0.1.2.3,6.7.8.9|. Procedure: Using the method of [4-(benzo[b]thiophen-2-yl)-pyrimidin-2-yl]-[3-(4-methylpiperazin-1-yl)-propyl]-amine tri-hydrochloride, the title compound is synthesized from 2-(2,5-dichloropyrimidin-4-yl)-benzo[b]thiophene-4-carboxylic acid cyclopropylamide and 4-(3-aminopropyl)-piperazine-1-carboxylic acid tert-butyl ester and isolated as a yellow solid (43% yield). ES+(m/z) 471 (35Cl) and 473 (37Cl) [M+H]. The reactants are CN1CCN(CC1)CC(=O)N1C=2N(C(=CC1)C1=CC(=CC=C1)C(F)(F)F)N=CC2C#N (4,5-Dihydro-4-[(4-methyl-1-piperazinyl)acetyl]-7-[3-(trifluoromethyl)phenyl]pyrazolo[1,5-a]pyrimidine-3-carbonitrile), Cl (hydrochloric acid). The solvent is C(C)(=O)OCC (ethyl acetate). Yields the product Cl.Cl.CN1CCN(CC1)CC(=O)N1C=2N(C(=CC1)C1=CC(=CC=C1)C(F)(F)F)N=CC2C#N (4,5-Dihydro-4-[(4-methyl-1-piperazinyl)acetyl]-7-[3-(trifluoromethyl)phenyl]pyrazolo[1,5-a]-pyrimidine-3-carbonitrile. dihydrochloride). RXN SMILES: [CH3:1][N:2]1[CH2:7][CH2:6][N:5]([CH2:8][C:9]([N:11]2[CH2:16][CH:15]=[C:14]([C:17]3[CH:22]=[CH:21][CH:20]=[C:19]([C:23]([F:26])([F:25])[F:24])[CH:18]=3)[N:13]3[N:27]=[CH:28][C:29]([C:30]#[N:31])=[C:12]23)=[O:10])[CH2:4][CH2:3]1.[ClH:32]>C(OCC)(=O)C>[ClH:32].[ClH:32].[CH3:1][N:2]1[CH2:7][CH2:6][N:5]([CH2:8][C:9]([N:11]2[CH2:16][CH:15]=[C:14]([C:17]3[CH:22]=[CH:21][CH:20]=[C:19]([C:23]([F:25])([F:26])[F:24])[CH:18]=3)[N:13]3[N:27]=[CH:28][C:29]([C:30]#[N:31])=[C:12]23)=[O:10])[CH2:4][CH2:3]1 |f:3.4.5|. Reported procedure: 4,5-Dihydro-4-[(4-methyl-1-piperazinyl)acetyl]-7-[3-(trifluoromethyl)phenyl]pyrazolo[1,5-a]pyrimidine-3-carbonitrile was dissolved in hot ethyl acetate and treated with dilute ethanolic hydrochloric acid. Cooling produced a solid which was collected, washed with ether and dried. This solid was heated to boiling in 60 ml of acetonitrile, filtered and the filtrate diluted with 60 ml of ether and refrigerated. The solid was collected, washed with ether and dried, giving 600 mg of the desired produc...